Dataset: the Open Reaction Database (ORD), a public repository of structured organic reaction records. Task: describe an organic reaction: reactants, conditions, products, and yield Reaction SMILES: [CH3:1][C:2]1[CH:7]=[CH:6][C:5]([CH:8]=[CH:9][C:10](=[O:20])[CH:11]=[CH:12][C:13]2[CH:18]=[CH:17][C:16]([CH3:19])=[CH:15][CH:14]=2)=[CH:4][CH:3]=1.[CH3:21][NH2:22].O>CN(C)C=O>[CH3:19][C:16]1[CH:15]=[CH:14][C:13]([CH:12]2[CH2:11][C:10](=[O:20])[CH2:9][CH:8]([C:5]3[CH:4]=[CH:3][C:2]([CH3:1])=[CH:7][CH:6]=3)[N:22]2[CH3:21])=[CH:18][CH:17]=1. The solvent is CN(C=O)C (dimethyl formamide). Yield: 73.8%. Product: CC1=CC=C(C=C1)C1N(C(CC(C1)=O)C1=CC=C(C=C1)C)C (2,6-Bis(4-methylphenyl)-1-methyl-4-piperidone). Starting materials: CN (Methylamine), CC1=CC=C(C=C1)C=CC(C=CC1=CC=C(C=C1)C)=O (1,5-Bis(4-methylphenyl)-1, 4-pentadien-3-one), O (water). Conditions: time 72 hour. Reported procedure: 1,5-Bis(4-methylphenyl)-1, 4-pentadien-3-one (20aa, 0.32 g, 1.2 mmol) was dissolved in dimethyl formamide (9 ml). Methylamine (51, 0.5 ml, 5.8 mmol, 40% in water) was added and the mixture stirred for 72 hr at room temperature. The mixture was poured into water (50 ml) and stirred for 2 hr at room temperature. The resulting mixture was extracted into ethyl acetate, washed with saturated sodium chloride, dried over magnesium sulfate, filtered and evaporated to afford a solid. The crude solid was ... The reactants are BrC1=C(N)C=CC(=C1)Br (2,4-dibromoaniline), C1(=CC=CC=C1)B(O)O (benzeneboronic acid), C([O-])([O-])=O.[K+].[K+] (potassium carbonate). Reagents/catalysts: C=1C=CC(=CC1)[P](C=2C=CC=CC2)(C=3C=CC=CC3)[Pd]([P](C=4C=CC=CC4)(C=5C=CC=CC5)C=6C=CC=CC6)([P](C=7C=CC=CC7)(C=8C=CC=CC8)C=9C=CC=CC9)[P](C=1C=CC=CC1)(C=1C=CC=CC1)C=1C=CC=CC1 (tetrakis(triphenylphosphine)palladium(0)). The solvent is C1(=CC=CC=C1)C (toluene), C1(=CC=CC=C1)C (toluene), O (H2O). Reaction conditions: temperature 100 celsius, time 24 hour. The product is C1(=CC=CC=C1)C1=C(N)C=CC(=C1)C1=CC=CC=C1 (2,4-diphenylaniline). The yield is 163.1%. As a reaction SMILES: Br[C:2]1[CH:8]=[C:7](Br)[CH:6]=[CH:5][C:3]=1[NH2:4].[C:10]1(B(O)O)[CH:15]=[CH:14][CH:13]=[CH:12][CH:11]=1.C(=O)([O-])[O-].[K+].[K+]>C1(C)C=CC=CC=1.O.C1C=CC([P]([Pd]([P](C2C=CC=CC=2)(C2C=CC=CC=2)C2C=CC=CC=2)([P](C2C=CC=CC=2)(C2C=CC=CC=2)C2C=CC=CC=2)[P](C2C=CC=CC=2)(C2C=CC=CC=2)C2C=CC=CC=2)(C2C=CC=CC=2)C2C=CC=CC=2)=CC=1>[C:10]1([C:2]2[CH:8]=[C:7]([C:2]3[CH:8]=[CH:7][CH:6]=[CH:5][CH:3]=3)[CH:6]=[CH:5][C:3]=2[NH2:4])[CH:15]=[CH:14][CH:13]=[CH:12][CH:11]=1 |f:2.3.4,^1:36,38,57,76|. Reported procedure: 2,4-dibromoaniline (10 mmol), benzeneboronic acid (24 mmol), tetrakis(triphenylphosphine)palladium(0) (1 mmol) and potassium carbonate (12 g) are put in a two-neck round-bottom flask and dissolved in toluene (30 mL) and H2O (10 mL). Subsequently, the resulting solution is stirred in a bath under a temperature of about 100° C. for 24 hours. After completion of the reaction, toluene is removed. The reaction mixture is extracted with dichloromethane and water, and then being distilled under reduced...